This data is from the Open Reaction Database (ORD), a public repository of structured organic reaction records. The task is: describe an organic reaction: reactants, conditions, products, and yield Starting materials: Cl.CN(CCCN=C=NCC)C (1-(3-Dimethylaminopropyl)-3-ethylcarbodiimide hydrochloride), CN(NC1C(CCC1)C(=O)OCC)C (Ethyl 2-(2,2-dimethylhydrazinyl)cyclopentanecarboxylate), CN1CCOCC1 (N-methylmorpholine), CS(=O)(=O)NC1=CC2=C(NC(=NS2(=O)=O)CC(=O)O)C=C1 ((7-Methanesulfonylamino-1,1-dioxo-1,4-dihydro-1λ6-benzo[1,2,4]thiadiazin-3-yl)-acetic acid). Solvent: CN(C=O)C (N,N-dimethylformamide). The product is Cl.CN(N1C(C(=C([C@@H]2CCC[C@H]12)O)C1=NS(C2=C(N1)C=CC(=C2)NS(=O)(=O)C)(=O)=O)=O)C (cis-N-[3-(1-dimethylamino-4-hydroxy-2-oxo-2,4a,5,6,7,7a-hexahydro-1H-[1]pyrindin-3-yl)-1,1-dioxo-1,4-dihydro-1λ6-benzo[1,2,4]thiadiazin-7-yl]-methanesulfonamide hydrochloride). Isolated yield 52.4%. As a reaction SMILES: [CH3:1][N:2]([CH3:14])[NH:3][CH:4]1[CH2:8][CH2:7][CH2:6][CH:5]1[C:9]([O:11]CC)=O.[CH3:15][S:16]([NH:19][C:20]1[CH:35]=[CH:34][C:23]2[NH:24][C:25]([CH2:30][C:31](O)=[O:32])=[N:26][S:27](=[O:29])(=[O:28])[C:22]=2[CH:21]=1)(=[O:18])=[O:17].CN1CCOCC1.[ClH:43].CN(C)CCCN=C=NCC>CN(C)C=O>[ClH:43].[CH3:14][N:2]([CH3:1])[N:3]1[C@@H:4]2[C@@H:5]([CH2:6][CH2:7][CH2:8]2)[C:9]([OH:11])=[C:30]([C:25]2[NH:24][C:23]3[CH:34]=[CH:35][C:20]([NH:19][S:16]([CH3:15])(=[O:18])=[O:17])=[CH:21][C:22]=3[S:27](=[O:28])(=[O:29])[N:26]=2)[C:31]1=[O:32] |f:3.4,6.7|. Procedure: Ethyl 2-(2,2-dimethylhydrazinyl)cyclopentanecarboxylate (0.16 g, 0.82 mmol) was dissolved in anhydrous N,N-dimethylformamide (8 mL). (7-Methanesulfonylamino-1,1-dioxo-1,4-dihydro-1λ6-benzo[1,2,4]thiadiazin-3-yl)-acetic acid (prepared as described in Example 1j, 0.27 g, 0.82 mmol) was added followed by N-methylmorpholine (0.19 mL, 1.72 mmol). The mixture was stirred until everything dissolved, approximately 5 min. 1-(3-Dimethylaminopropyl)-3-ethylcarbodiimide hydrochloride (0.16 g, 0.86 mmol) was... Reactants: NCC1=CC=C(C(=O)O)C=C1 (4-aminomethylbenzoic acid), S(=O)(Cl)Cl (thionylchloride), C(C)O (ethanol). The product is Cl.C(C)OC(C1=CC=C(C=C1)CN)=O (4-Aminomethylbenzoic acid-ethylester hydrochloride). Reaction SMILES: [NH2:1][CH2:2][C:3]1[CH:11]=[CH:10][C:6]([C:7]([OH:9])=[O:8])=[CH:5][CH:4]=1.S(Cl)([Cl:14])=O.[CH2:16](O)[CH3:17]>>[ClH:14].[CH2:16]([O:8][C:7](=[O:9])[C:6]1[CH:5]=[CH:4][C:3]([CH2:2][NH2:1])=[CH:11][CH:10]=1)[CH3:17] |f:3.4|. Reported procedure: 20.0 g (132 mM) of 4-aminomethylbenzoic acid are suspended in 200 ml ethanol (EtOH) abs. and cooled with ice. 28.0 g (17 ml) (236 mM) thionylchloride are added drop by drop. The clear mixture is then refluxed for 3 hours. After cooling to room temperature, EtOH is evaporated. 50 ml of toluene/EtOH 1/1 are added and evaporated three times. The residue is dried to get 27 g of (1). The reactants are ClC1=C(C=CC(=C1)OC)C(C(C(F)(F)F)(O)C=1C=NC2=CC=CC=C2C1)C (3-(2-Chloro-4-methoxy-phenyl)-1,1,1-trifluoro-2-quinolin-3-yl-butan-2-ol), ice water EtOAc, C(=O)([O-])[O-].[Na+].[Na+] (Na2CO3). Run in Br (HBr). Run at temperature 120 celsius, time 6 hour. Product: ClC=1C=C(C=CC1C(C(C(F)(F)F)(C=1C=NC2=CC=CC=C2C1)O)C)O (3-Chloro-4-(3,3,3-trifluoro-2-hydroxy-1-methyl-2-quinolin-3-yl-propyl)-phenol). Yield: 73.0%. As a reaction SMILES: [Cl:1][C:2]1[CH:7]=[C:6]([O:8]C)[CH:5]=[CH:4][C:3]=1[CH:10]([CH3:27])[C:11]([C:17]1[CH:18]=[N:19][C:20]2[C:25]([CH:26]=1)=[CH:24][CH:23]=[CH:22][CH:21]=2)([OH:16])[C:12]([F:15])([F:14])[F:13].C([O-])([O-])=O.[Na+].[Na+]>Br>[Cl:1][C:2]1[CH:7]=[C:6]([OH:8])[CH:5]=[CH:4][C:3]=1[CH:10]([CH3:27])[C:11]([OH:16])([C:17]1[CH:18]=[N:19][C:20]2[C:25]([CH:26]=1)=[CH:24][CH:23]=[CH:22][CH:21]=2)[C:12]([F:14])([F:13])[F:15] |f:1.2.3|. Procedure: 3-(2-Chloro-4-methoxy-phenyl)-1,1,1-trifluoro-2-quinolin-3-yl-butan-2-ol (Example 178, 2.60 g) was suspended in aqueous HBr (48%, 52 ml). The mixture was stirred for 16 h at 80° C., for 20 h at 105° C., for 7 h at 110° C. and for 6 h at 120° C. The reaction mixture was poured into ice water/EtOAc, neutralized with aqueous sat. Na2CO3 solution and extracted with EtOAc. The organic phase was washed with water and dried (MgSO4). The product was purified by chromatography (SiO2, cyclohexane=>cyclohe... The reactants are C(C(=C)C)(=O)OCC1CO1 (glycidyl methacrylate), C(C(=C)C)(=O)OCCOC(C(=C)C)=O (ethylene glycol dimethacrylate), C(C(=C)C)(=O)N (methacrylamide), [Na] (sodium), C(C(=C)C)(=O)OC (methyl methacrylate). Solvent: O (water). Conditions: temperature 80 celsius, time 90 minute. The product is C(C(=C)C)(=O)OCC=C (allyl methacrylate). Reaction SMILES: C(N)(=O)C(C)=C.[Na].C(OC)(=O)C(C)=C.[C:15]([O:20][CH2:21][CH:22]1O[CH2:23]1)(=[O:19])[C:16]([CH3:18])=[CH2:17].C(OCCOC(=O)C(C)=C)(=O)C(C)=C>O>[C:15]([O:20][CH2:21][CH:22]=[CH2:23])(=[O:19])[C:16]([CH3:18])=[CH2:17] |^1:6|. Reported procedure: Subsequently, over a period of 90 minutes, the following are added simultaneously a solution of 20 g of methacrylamide and 0.6 g of the sodium salt of 4,4'-azobis-(4-cyanovalerianic acid) in 300 g of water, as well as a monomer mixture comprising 35 g of methyl methacrylate, 40 g of glycidyl methacrylate, and 4 g of ethylene glycol dimethacrylate. The mixture is then stirred for a further 60 minutes at 80° C. The reactants are FC1=C(C=CC=C1)C=1N=C(N=NC1)NN (5-(o-fluorophenyl)-3-hydrazino-1,2,4-triazine), C(C)(OCC)([O-])[O-] (ethyl orthoacetate). Yields the product FC1=C(C=CC=C1)C1=NC=2N(N=C1)C(=NN2)C (7-(o-Fluorophenyl)-3-methyl-1,2,4-triazolo[4,3-b]-1,2,4-triazine). As a reaction SMILES: [F:1][C:2]1[CH:7]=[CH:6][CH:5]=[CH:4][C:3]=1[C:8]1[N:9]=[C:10]([NH:14][NH2:15])[N:11]=[N:12][CH:13]=1.[C:16]([O-])([O-])(OCC)[CH3:17]>>[F:1][C:2]1[CH:7]=[CH:6][CH:5]=[CH:4][C:3]=1[C:8]1[CH:13]=[N:12][N:11]2[C:16]([CH3:17])=[N:15][N:14]=[C:10]2[N:9]=1. Procedure: A mixture of 6.15 g. of 5-(o-fluorophenyl)-3-hydrazino-1,2,4-triazine and 50 ml. of ethyl orthoacetate is refluxed for 2.5 hours, cooled and the solid is collected by filtration and washed with hexane and ethanol, giving the desired product as yellow crystals, m.p. 227°-229° C. The reactants are C1=CC=CC1 (cyclopentadiene), CC(C)(C)C=O (pivaldehyde), N1CCCC1 (pyrrolidine). Run in CO (methanol). Product: C(C)(C)(C)C1=CC=CC1=C (tert-butyl-fulvene). Reaction SMILES: [CH:1]1[CH2:5][CH:4]=[CH:3][CH:2]=1.[CH3:6][C:7]([CH:10]=O)([CH3:9])[CH3:8].N1CCCC1>CO>[C:7]([C:10]1[C:2](=[CH2:3])[CH:1]=[CH:5][CH:4]=1)([CH3:9])([CH3:8])[CH3:6]. Reported procedure: 6,-tert-butyl-fulvene was prepared analogously by reaction of cyclopentadiene (31.7 g, 480 mmole), pivaldehyde (19.825 g, 230 mmol), and pyrrolidine (25 ml, 300 mmole) in methanol (250 ml). The yellow oil is kugel-rohr distilled at 70° C. and <1 torr yielding a bright yellow oil; 20.5 g (66.4%).